This data is from the Open Reaction Database (ORD), a public repository of structured organic reaction records. The task is: describe an organic reaction: reactants, conditions, products, and yield The reactants are ClCS(=O)(=O)N1CC(N(CC1)CC1=CC=C(C=C1)C#N)=O (4-chloromethylsulfonyl-1-(4-cyanobenzyl)-2-piperazinone), ClC1=CC=C(C(C=O)=C1)O (5-chlorosalicylaldehyde), C([O-])([O-])=O.[K+].[K+] (potassium carbonate), [I-].[K+] (potassium iodide). Solvent: CN(C)C=O (DMF). Reaction conditions: temperature 80 celsius, time 2 day. The product is ClC=1C=CC2=C(C=C(O2)S(=O)(=O)N2CC(N(CC2)CC2=CC=C(C=C2)C#N)=O)C1 (4-(5-chlorobenzofuran-2-sulfonyl)-1-(4-cyanobenzyl)-2-piperazinone). The yield is 9.2%. As a reaction SMILES: Cl[CH2:2][S:3]([N:6]1[CH2:11][CH2:10][N:9]([CH2:12][C:13]2[CH:18]=[CH:17][C:16]([C:19]#[N:20])=[CH:15][CH:14]=2)[C:8](=[O:21])[CH2:7]1)(=[O:5])=[O:4].[Cl:22][C:23]1[CH:30]=[C:27]([CH:28]=O)[C:26]([OH:31])=[CH:25][CH:24]=1.C(=O)([O-])[O-].[K+].[K+].[I-].[K+]>CN(C=O)C>[Cl:22][C:23]1[CH:24]=[CH:25][C:26]2[O:31][C:2]([S:3]([N:6]3[CH2:11][CH2:10][N:9]([CH2:12][C:13]4[CH:18]=[CH:17][C:16]([C:19]#[N:20])=[CH:15][CH:14]=4)[C:8](=[O:21])[CH2:7]3)(=[O:5])=[O:4])=[CH:28][C:27]=2[CH:30]=1 |f:2.3.4,5.6|. Procedure details: A mixture of 4-chloromethylsulfonyl-1-(4-cyanobenzyl)-2-piperazinone (3.20 g), 5-chlorosalicylaldehyde (2.29 g), potassium carbonate (1.48 g), potassium iodide (1.62 g) and DMF (80 ml) was stirred at 80° C. for 2 days. The reaction solution was concentrated under reduced pressure, and to the residue was added ethyl acetate. The mixture was washed with water and saturated brine, dried (MgSO4) and concentrated, and the residue was purified with silica gel column chromatography (hexane:ethyl acetat...